Dataset: the Open Reaction Database (ORD), a public repository of structured organic reaction records. Task: describe an organic reaction: reactants, conditions, products, and yield Starting materials: O=C([O-])[O-], CCOC(C)=O, ClCc1csc(-c2ccccc2)n1, Cl, Cl, [Cs+], [Cs+], CC(C)c1cc(N2CCCNCC2)c2ncccc2c1, CN(C)C=O. Product: CC(C)c1cc(N2CCCN(Cc3csc(-c4ccccc4)n3)CC2)c2ncccc2c1. Reaction SMILES: [C:36](=[O:37])([O-:38])[O-:39].[CH3:42][CH2:43][O:44][C:45]([CH3:46])=[O:47].[Cl:23][CH2:24][c:25]1[n:26][c:27](-[c:30]2[cH:31][cH:32][cH:33][cH:34][cH:35]2)[s:28][cH:29]1.[ClH:1].[ClH:2].[Cs+:40].[Cs+:41].[N:3]1([c:10]2[cH:11][c:12]([CH:20]([CH3:21])[CH3:22])[cH:13][c:14]3[cH:15][cH:16][cH:17][n:18][c:19]23)[CH2:4][CH2:5][NH:6][CH2:7][CH2:8][CH2:9]1.[O:48]=[CH:49][N:50]([CH3:51])[CH3:52]>>[N:3]1([c:10]2[cH:11][c:12]([CH:20]([CH3:21])[CH3:22])[cH:13][c:14]3[cH:15][cH:16][cH:17][n:18][c:19]23)[CH2:4][CH2:5][N:6]([CH2:24][c:25]2[n:26][c:27](-[c:30]3[cH:31][cH:32][cH:33][cH:34][cH:35]3)[s:28][cH:29]2)[CH2:7][CH2:8][CH2:9]1. The reactants are Cl.C(C)OC(CN)=O (glycine ethyl ester hydrochloride), [OH-].[Na+] (sodium hydroxide), C(#N)C1=CC2=C(OC(C3C2O3)(C)C)C=C1 (6-cyano-3,4-dihydro-2,2-dimethyl-3,4-epoxy-2H-benzo[b]pyran). Procedure: A mixture of 6-cyano-3,4-dihydro-2,2-dimethyl-3,4-epoxy-2H-benzo[b]pyran (5.0 g, the preparation of which was described in U.K. patent No. 1,511,187), glycine ethyl ester hydrochloride (2.59 g) and sodium hydroxide (0.75 g) in ethanol (100 mls) was refluxed for 7h. Filtration, evaporation, and chromatography gave the title compound (1.5 g). Recrystaisation of a small portion from ethyl acetate-pentane gave crystals of m.p. 98°-100° C. RXN SMILES: [C:1]([C:3]1[CH:15]=[CH:14][C:6]2[O:7][C:8]([CH3:13])([CH3:12])[CH:9]3[O:11][CH:10]3[C:5]=2[CH:4]=1)#[N:2].Cl.[CH2:17]([O:19][C:20](=[O:23])[CH2:21][NH2:22])[CH3:18].[OH-].[Na+]>C(O)C>[C:1]([C:3]1[CH:15]=[CH:14][C:6]2[O:7][C:8]([CH3:13])([CH3:12])[C@@H:9]([OH:11])[C@H:10]([N:22]=[CH:21][C:20]([O:19][CH2:17][CH3:18])=[O:23])[C:5]=2[CH:4]=1)#[N:2] |f:1.2,3.4|. Yields the product C(#N)C1=CC2=C(OC([C@H]([C@@H]2N=CC(=O)OCC)O)(C)C)C=C1 (Trans 6-cyano-3,4-dihydro-2,2-dimethyl-4-(N-carbethoxymethyleneamino)-2H-benzo[b]pyran-3-ol). Run in C(C)O (ethanol).